The task is: describe an organic reaction: reactants, conditions, products, and yield. This data is from the Open Reaction Database (ORD), a public repository of structured organic reaction records. Reactants: C1CCC2=NCCCN2CC1, Cc1ccccc1, CC(=NC(C)c1ccccc1)C(F)(F)F. Yields the product CC(=NC(C)C(F)(F)F)c1ccccc1. RXN SMILES: [CH2:16]1[CH2:17][CH2:18][C:19]2=[N:24][CH2:23][CH2:22][CH2:21][N:20]2[CH2:25][CH2:26]1.[CH3:27][c:28]1[cH:29][cH:30][cH:31][cH:32][cH:33]1.[c:1]1([CH:7]([CH3:8])[N:9]=[C:10]([C:11]([F:12])([F:13])[F:14])[CH3:15])[cH:2][cH:3][cH:4][cH:5][cH:6]1>>[c:1]1([C:7]([CH3:8])=[N:9][CH:10]([C:11]([F:12])([F:13])[F:14])[CH3:15])[cH:2][cH:3][cH:4][cH:5][cH:6]1.